From a dataset of the Open Reaction Database (ORD), a public repository of structured organic reaction records. describe an organic reaction: reactants, conditions, products, and yield Starting materials: [OH-].[Na+] (sodium hydroxide), C(\C=C/C(=O)O)(=O)O (maleic acid), N (ammonia), N[C@@H](CC(=O)O)C(=O)O (aspartic acid), Cl (hydrochloric acid). Run in O (water). Conditions: temperature 95 celsius, time 20 hour. The product is N(C(C(=O)O)CC(=O)O)C(C(=O)O)CC(=O)O (Iminodisuccinic acid). As a reaction SMILES: [C:1]([OH:8])(=[O:7])/[CH:2]=[CH:3]\[C:4]([OH:6])=[O:5].N.[NH2:10][C@H:11]([C:16]([OH:18])=[O:17])[CH2:12][C:13]([OH:15])=[O:14].[OH-].[Na+].Cl>O>[NH:10]([CH:11]([CH2:12][C:13]([OH:15])=[O:14])[C:16]([OH:18])=[O:17])[CH:3]([CH2:2][C:1]([OH:8])=[O:7])[C:4]([OH:6])=[O:5] |f:3.4|. Reported procedure: A mixture of 12.77 g (110 mmol) maleic acid, 19.2 g (300 mmol) of 28% aqueous ammonia, and 13.3 g (100 mmol) aspartic acid in 75 ml water was heated to 95° C. with stirring. The solution was adjusted to a pH of 9 with 10% aqueous sodium hydroxide, then stored at 95° C. for 20 hours. The resulting clear solution was cooled to room temperature and 11.95 g (300 mmol) concentrated hydrochloric acid was added. The resulting precipitate of maleic and fumeric acid was removed by filtration, and the sup... Reaction SMILES: Br[C:2]1[CH:3]=[CH:4][C:5]2[C:6]3[C:11]([C:12]4[C:17]=2[C:16]=1[CH:15]=[CH:14][CH:13]=4)=[CH:10][CH:9]=[CH:8][CH:7]=3.[Cl:18][C:19]1[CH:25]=[CH:24][CH:23]=[CH:22][C:20]=1[NH2:21].C(P(C(C)(C)C)C(C)(C)C)(C)(C)C.CC(C)([O-])C.[Na+]>[Pd].[Pd].C(=CC(C=CC1C=CC=CC=1)=O)C1C=CC=CC=1.C(=CC(C=CC1C=CC=CC=1)=O)C1C=CC=CC=1.C(=CC(C=CC1C=CC=CC=1)=O)C1C=CC=CC=1.C1(C)C=CC=CC=1>[Cl:18][C:19]1[CH:25]=[CH:24][CH:23]=[CH:22][C:20]=1[NH:21][C:2]1[CH:3]=[CH:4][C:5]2[C:6]3[C:11]([C:12]4[C:17]=2[C:16]=1[CH:15]=[CH:14][CH:13]=4)=[CH:10][CH:9]=[CH:8][CH:7]=3 |f:3.4,5.6.7.8.9|. Reactants: resultant mixture, BrC=1C=CC=2C3=CC=CC=C3C3=CC=CC1C23 (3-bromofluoranthene), ClC1=C(N)C=CC=C1 (2-chloroaniline), C(C)(C)(C)P(C(C)(C)C)C(C)(C)C (tri-t-butylphosphine), CC(C)([O-])C.[Na+] (sodium t-butoxide). Conditions: temperature 80 celsius. The yield is 75.2%. Procedure details: Under an argon atmosphere, 7.0 g of 3-bromofluoranthene, 4.76 g of 2-chloroaniline, 0.46 g of tris(dibenzylideneacetone) dipalladium(0), 0.58 g of tri-t-butylphosphine tetrafluorohydroborate, 3.4 g of sodium t-butoxide, and 200 mL of dry toluene were charged in a flask, and the resultant mixture was stirred under heating at 80° C. for 8 h. After cooling to room temperature, the reaction solution was extracted with toluene and the extract was filtered through celite. The filtrate was concentrated... The reagents and catalysts are [Pd].[Pd].C(C1=CC=CC=C1)=CC(=O)C=CC1=CC=CC=C1.C(C1=CC=CC=C1)=CC(=O)C=CC1=CC=CC=C1.C(C1=CC=CC=C1)=CC(=O)C=CC1=CC=CC=C1 (tris(dibenzylideneacetone) dipalladium(0)). The solvent is C1(=CC=CC=C1)C (toluene). Product: ClC1=C(NC=2C=CC=3C4=CC=CC=C4C4=CC=CC2C34)C=CC=C1 (3-(2-chloroanilino)fluoranthene). Reactants: NC=1C(N(C(N(C1N)C)=O)C)=O (5,6-diamino-1,3-dimethyluracil), COC1=C(C=CC(=O)O)C=CC(=C1)OC (2,4-dimethoxycinnamic acid). Product: COC1=C(/C=C/C2=NC=3N(C(N(C)C(C3N2)=O)=O)C)C=CC(=C1)OC ((E)-8-(2,4-Dimethoxystyryl)theophylline). Yield: 11.0%. RXN SMILES: [NH2:1][C:2]1[C:3](=[O:12])[N:4]([CH3:11])[C:5](=[O:10])[N:6]([CH3:9])[C:7]=1[NH2:8].[CH3:13][O:14][C:15]1[CH:25]=[C:24]([O:26][CH3:27])[CH:23]=[CH:22][C:16]=1[CH:17]=[CH:18][C:19](O)=O>>[CH3:13][O:14][C:15]1[CH:25]=[C:24]([O:26][CH3:27])[CH:23]=[CH:22][C:16]=1/[CH:17]=[CH:18]/[C:19]1[NH:1][C:2]2[C:3](=[O:12])[N:4]([CH3:11])[C:5](=[O:10])[N:6]([CH3:9])[C:7]=2[N:8]=1. Reported procedure: Substantially the same procedure as in Example 7 was repeated using 1.0 g (5.88 mmol) of 5,6-diamino-1,3-dimethyluracil and 1.35 g (6.48 mmol) of 2,4-dimethoxycinnamic acid. Then, the resultant crude crystals were recrystallized from dimethylformamide to give 221 mg (yield 11%) of Compound 90 as pale yellow grains.